describe an organic reaction: reactants, conditions, products, and yield From a dataset of the Open Reaction Database (ORD), a public repository of structured organic reaction records. The reactants are C(C)(=O)O[C@@H]([C@@H](C(=O)OC[C@H](NC(C(F)(F)F)=O)C(=O)OCC1=CC=CC=C1)NC(=O)OCC1=CC=CC=C1)C (benzyl O-[3(R)-acetoxy-2(S)-benzyloxycarbonylamino-1-oxobutyl]-N-trifluoroacetyl-L-serinate). The reagents and catalysts are [Pd] (palladium on activated carbon). Run in C(C)(=O)O (acetic acid). Run at time 2 hour. Product: C(C)(=O)O[C@@H]([C@@H](C(=O)OC[C@H](NC(C(F)(F)F)=O)C(=O)O)N)C (O-[3(R)-acetoxy-2(S)-amino-1-oxobutyl]-N-trifluoroacetyl-L-serine). Reaction SMILES: [C:1]([O:4][C@H:5]([CH3:40])[C@H:6]([NH:29]C(OCC1C=CC=CC=1)=O)[C:7]([O:9][CH2:10][C@@H:11]([C:19]([O:21]CC1C=CC=CC=1)=[O:20])[NH:12][C:13](=[O:18])[C:14]([F:17])([F:16])[F:15])=[O:8])(=[O:3])[CH3:2]>[Pd].C(O)(=O)C>[C:1]([O:4][C@H:5]([CH3:40])[C@H:6]([NH2:29])[C:7]([O:9][CH2:10][C@@H:11]([C:19]([OH:21])=[O:20])[NH:12][C:13](=[O:18])[C:14]([F:16])([F:15])[F:17])=[O:8])(=[O:3])[CH3:2]. Procedure details: A mixture of benzyl O-[3(R)-acetoxy-2(S)-benzyloxycarbonylamino-1-oxobutyl]-N-trifluoroacetyl-L-serinate (1.42 g) and 10% palladium on activated carbon (300 mg) in acetic acid (50 ml) was hydrogenated under hydrogen at 40 psi at room temperature for 2 hours. The mixture was filtered with Celite (filter aid, trade mark, made by Nakarai Chemicals) and the filtrate was concentrated. The residue was diluted with water and lyophilized to give O-[3(R)-acetoxy-2(S)-amino-1-oxobutyl]-N-trifluoroacetyl-L... Reactants: C(C)(=O)O[BH-](OC(C)=O)OC(C)=O.[Na+] (Sodium triacetoxyborohydride), C(C)(=O)O (Acetic acid), C(C1=CC=C(C=C1)OC)=O (p-anisaldehyde), C(O)CN (ethanolamine). Run in CO (methanol). Conditions: time 72 hour. Product: COC1=CC=C(CNCCO)C=C1 (2-[(4-Methoxybenzyl)amino]ethanol). As a reaction SMILES: C(O)(=O)C.[CH:5](=O)[C:6]1[CH:11]=[CH:10][C:9]([O:12][CH3:13])=[CH:8][CH:7]=1.[CH2:15]([CH2:17][NH2:18])[OH:16].C(O[BH-](OC(=O)C)OC(=O)C)(=O)C.[Na+]>CO>[CH3:13][O:12][C:9]1[CH:10]=[CH:11][C:6]([CH2:5][NH:18][CH2:17][CH2:15][OH:16])=[CH:7][CH:8]=1 |f:3.4|. Procedure: Acetic acid (ca. 150 ml) was added to a solution of p-anisaldehyde (58.2 g, 0.42 mol) and ethanolamine (152 ml, 2.52 mol) in methanol (1L), to achieve a pH of 6. Sodium triacetoxyborohydride (100 g, 0.47 mol) was added portionwise, and once addition was complete, the mixture was stirred at room temperature for 72 hours. The mixture was concentrated under reduced pressure, basified using 1N sodium hydroxide solution and extracted with dichloromethane (10×300 ml). The combined extracts were evapor... Procedure details: Sodium hydride (0.153 g, 3.83 mmol) was added in one portion to methyl 2-(3-chloro-4-(4,4,5,5-tetramethyl-1,3,2-dioxaborolan-2-yl)phenyl)acetate (Intermediate 2-7; 1.08 g, 3.48 mmol) in DMF (20 mL) cooled to 0° C. under nitrogen. The resulting solution was stirred at 0° C. for 10 minutes. 1,3-Dibromopropane (0.392 mL, 3.83 mmol) was added to the reaction and was stirred at 0° C. for 5 minutes. Sodium hydride (0.153 g, 3.83 mmol) was added in one portion to the reaction and stir at 0° C. for 1 ho... Product: BrCCCC(C(=O)OC)C1=CC(=C(C=C1)B1OC(C(O1)(C)C)(C)C)Cl (methyl 5-bromo-2-(3-chloro-4-(4,4,5,5-tetramethyl-1,3,2-dioxaborolan-2-yl)phenyl)pentanoate). Starting materials: BrCCCBr (1,3-Dibromopropane), [H-].[Na+] (Sodium hydride), ClC=1C=C(C=CC1B1OC(C(O1)(C)C)(C)C)CC(=O)OC (methyl 2-(3-chloro-4-(4,4,5,5-tetramethyl-1,3,2-dioxaborolan-2-yl)phenyl)acetate), ClC=1C=C(C=CC1B1OC(C(O1)(C)C)(C)C)CC(=O)OC (methyl 2-(3-chloro-4-(4,4,5,5-tetramethyl-1,3,2-dioxaborolan-2-yl)phenyl)acetate), [H-].[Na+] (Sodium hydride). Reaction SMILES: [H-].[Na+].[Cl:3][C:4]1[CH:5]=[C:6]([CH2:19][C:20]([O:22][CH3:23])=[O:21])[CH:7]=[CH:8][C:9]=1[B:10]1[O:14][C:13]([CH3:16])([CH3:15])[C:12]([CH3:18])([CH3:17])[O:11]1.[Br:24][CH2:25][CH2:26][CH2:27]Br>CN(C=O)C>[Br:24][CH2:25][CH2:26][CH2:27][CH:19]([C:6]1[CH:7]=[CH:8][C:9]([B:10]2[O:14][C:13]([CH3:15])([CH3:16])[C:12]([CH3:17])([CH3:18])[O:11]2)=[C:4]([Cl:3])[CH:5]=1)[C:20]([O:22][CH3:23])=[O:21] |f:0.1|. Reaction conditions: temperature 0 celsius, time 10 minute. Solvent: CN(C)C=O (DMF). Isolated yield 24.1%. Reactants: FC1=CC=C(C=C1)CC1=CN=C2C(=C(C(N(C2=C1)CCN1C(CCCC1)=O)=O)C(=O)OCC)O (ethyl 7-[(4-fluorophenyl)methyl]-4-hydroxy-2-oxo-1-[2-(2-oxo-1-piperidinyl)ethyl]-1,2-dihydro-1,5-naphthyridine-3-carboxylate), NCCC(C)O (4-amino-2-butanol). Product: FC1=CC=C(C=C1)CC1=CN=C2C(=C(C(N(C2=C1)CCN1C(CCCC1)=O)=O)C(=O)NCCC(C)O)O (7-[(4-fluorophenyl)methyl]-4-hydroxy-N-(3-hydroxybutyl)-2-oxo-1-[2-(2-oxo-1-piperidinyl)ethyl]-1,2-dihydro-1,5-naphthyridine-3-carboxamide). Reaction SMILES: [F:1][C:2]1[CH:7]=[CH:6][C:5]([CH2:8][C:9]2[CH:18]=[C:17]3[C:12]([C:13]([OH:34])=[C:14]([C:29](OCC)=[O:30])[C:15](=[O:28])[N:16]3[CH2:19][CH2:20][N:21]3[CH2:26][CH2:25][CH2:24][CH2:23][C:22]3=[O:27])=[N:11][CH:10]=2)=[CH:4][CH:3]=1.[NH2:35][CH2:36][CH2:37][CH:38]([OH:40])[CH3:39]>>[F:1][C:2]1[CH:7]=[CH:6][C:5]([CH2:8][C:9]2[CH:18]=[C:17]3[C:12]([C:13]([OH:34])=[C:14]([C:29]([NH:35][CH2:36][CH2:37][CH:38]([OH:40])[CH3:39])=[O:30])[C:15](=[O:28])[N:16]3[CH2:19][CH2:20][N:21]3[CH2:26][CH2:25][CH2:24][CH2:23][C:22]3=[O:27])=[N:11][CH:10]=2)=[CH:4][CH:3]=1. Procedure details: This compound was prepared from ethyl 7-[(4-fluorophenyl)methyl]-4-hydroxy-2-oxo-1-[2-(2-oxo-1-piperidinyl)ethyl]-1,2-dihydro-1,5-naphthyridine-3-carboxylate and 4-amino-2-butanol using methods similar to Example 563 to provide a white solid: 1H NMR (300 MHz, DMSO-d6) δ ppm 1.06-1.12 (m, 3 H), 1.53-1.68 (m, 6 H), 2.04 (t, J=5.90 Hz, 2 H), 3.22-3.30 (m, 2 H), 3.48 (dt, J=13.48, 6.74 Hz, 4 H), 3.62-3.76 (m, 1 H), 4.16 (s, 2 H), 4.39 (t, J=6.21 Hz, 2 H), 4.64 (d, J=4.63 Hz, 1 H), 7.11-7.18 (m, 2 H)... Reactants: ClC=1C(=NC(=C(C1F)F)F)F (3-Chloro-2,4,5,6-tetrafluoropyridine), ClC=1C=C(C=C(C1)C#N)O (3-chloro-5-cyanophenol), C([O-])([O-])=O.[K+].[K+] (potassium carbonate). Solvent: CN(C)C=O (DMF). Reaction conditions: temperature -50 celsius. The product is ClC=1C=C(C#N)C=C(C1)OC1=C(C(=NC(=C1F)F)F)Cl (3-chloro-5-[(3-chloro-2,5,6-trifluoropyridin-4-yl)oxy]benzonitrile). As a reaction SMILES: [Cl:1][C:2]1[C:3]([F:11])=[N:4][C:5]([F:10])=[C:6]([F:9])[C:7]=1F.[Cl:12][C:13]1[CH:14]=[C:15]([OH:21])[CH:16]=[C:17]([C:19]#[N:20])[CH:18]=1.C(=O)([O-])[O-].[K+].[K+]>CN(C=O)C>[Cl:12][C:13]1[CH:18]=[C:17]([CH:16]=[C:15]([O:21][C:7]2[C:6]([F:9])=[C:5]([F:10])[N:4]=[C:3]([F:11])[C:2]=2[Cl:1])[CH:14]=1)[C:19]#[N:20] |f:2.3.4|. Procedure: 3-Chloro-2,4,5,6-tetrafluoropyridine (10-1; 1.0 g; 5.39 mmol) and Compound 1-4 (0.83 g; 5.39 mmol) were dissolved in DMF and the solution cooled to −50° C. under a nitrogen atmosphere, after which potassium carbonate (1.12 g; 8.09 mmol) was added and the mixture allowed to slowly warm to 25° C. The reaction mixture was quenched with water and extracted with ethyl acetate. The organic extract was concentrated and purified on a silica column eluted with ethyl acetate:hexane to give the title produ... Starting materials: Cn1nc(Br)c(=O)n(C)c1=O, CCCCCCCNCCc1ccc(OC(C)(C)C(=O)OCC)cc1. Product: CCCCCCCN(CCc1ccc(OC(C)(C)C(=O)OCC)cc1)c1nn(C)c(=O)n(C)c1=O. As a reaction SMILES: [Br:1][c:2]1[c:3](=[O:11])[n:4]([CH3:10])[c:5](=[O:9])[n:6]([CH3:8])[n:7]1.[CH2:12]([CH2:13][CH2:14][CH2:15][CH2:16][CH2:17][CH3:18])[NH:19][CH2:20][CH2:21][c:22]1[cH:23][cH:24][c:25]([O:26][C:27]([C:28](=[O:29])[O:30][CH2:31][CH3:32])([CH3:33])[CH3:34])[cH:35][cH:36]1>>[c:2]1([N:19]([CH2:12][CH2:13][CH2:14][CH2:15][CH2:16][CH2:17][CH3:18])[CH2:20][CH2:21][c:22]2[cH:23][cH:24][c:25]([O:26][C:27]([C:28](=[O:29])[O:30][CH2:31][CH3:32])([CH3:33])[CH3:34])[cH:35][cH:36]2)[c:3](=[O:11])[n:4]([CH3:10])[c:5](=[O:9])[n:6]([CH3:8])[n:7]1.